This data is from the Open Reaction Database (ORD), a public repository of structured organic reaction records. The task is: describe an organic reaction: reactants, conditions, products, and yield Reaction SMILES: [B:24]([F:25])([F:26])[F:27].[CH2:19]([O:20][CH2:21][CH3:22])[CH3:23].[CH2:1]([CH2:2][CH2:3][CH3:4])[n:5]1[cH:6][c:7]2[c:12]([c:13]([C:16]#[N:17])[c:14]1=[O:15])[CH2:11][CH2:10][CH2:9][C:8]2=[O:18].[CH2:28]1[O:29][CH2:30][CH2:31][CH2:32]1>>[CH2:1]([CH2:2][CH2:3][CH3:4])[n:5]1[cH:6][c:7]2[c:12]([c:13]([C:16]#[N:17])[c:14]1=[O:15])[CH2:11][CH2:10][CH2:9][CH2:8]2. Starting materials: FB(F)F, CCOCC, CCCCn1cc2c(c(C#N)c1=O)CCCC2=O, C1CCOC1. Yields the product CCCCn1cc2c(c(C#N)c1=O)CCCC2. Starting materials: CCN=C=NCCCN(C)C (WSC), C(C)O (ethanol), BrC1=C(OC=C1)C(=O)O (3-bromo-2-furancarboxylic acid). The reagents and catalysts are CN(C1=CC=NC=C1)C (4-dimethylaminopyridine). The solvent is ClCCl (dichloromethane). Reaction conditions: temperature 25 celsius, time 5 hour. The product is BrC1=C(OC=C1)C(=O)OCC (ethyl 3-bromo-2-furancarboxylate). Isolated yield 88.7%. As a reaction SMILES: [CH3:1][CH2:2]N=C=NCCCN(C)C.C(O)C.[Br:15][C:16]1[CH:20]=[CH:19][O:18][C:17]=1[C:21]([OH:23])=[O:22]>CN(C)C1C=CN=CC=1.ClCCl>[Br:15][C:16]1[CH:20]=[CH:19][O:18][C:17]=1[C:21]([O:23][CH2:1][CH3:2])=[O:22]. Procedure details: WSC (17.3 g), 4-dimethylaminopyridine (1.1 g) and ethanol (5.2 ml) were added to a dichloromethane solution (100 ml) of 17.2 g 3-bromo-2-furancarboxylic acid and stirred for 5 hours at 25° C. The reaction solution was washed with saturated brine and dried over MgSO4. The solvent was evaporated under reduced pressure, and the residue was purified by silica gel column chromatography (eluent: ethyl acetate/hexane=1/30), thereby giving 17.5 g of the desired compound. Starting materials: C1COCCO1, CCOC(C)=O, Clc1ccnc(Cl)n1, [K+], [K+], [K+], CC1(C)OB(c2cnn(C(CC#N)C3CCOCC3)c2)OC1(C)C, O, O=P([O-])([O-])[O-], c1ccc(P(c2ccccc2)(c2ccccc2)[Pd](P(c2ccccc2)(c2ccccc2)c2ccccc2)(P(c2ccccc2)(c2ccccc2)c2ccccc2)P(c2ccccc2)(c2ccccc2)c2ccccc2)cc1. The product is N#CCC(C1CCOCC1)n1cc(-c2ccnc(Cl)n2)cn1. As a reaction SMILES: [CH2:41]1[O:42][CH2:43][CH2:44][O:45][CH2:46]1.[CH3:48][CH2:49][O:50][C:51]([CH3:52])=[O:53].[Cl:1][c:2]1[n:3][cH:4][cH:5][c:6]([Cl:8])[n:7]1.[K+:38].[K+:39].[K+:40].[O:9]1[CH2:10][CH2:11][CH:12]([CH:15]([CH2:16][C:17]#[N:18])[n:19]2[n:20][cH:21][c:22]([B:24]3[O:25][C:26]([CH3:27])([CH3:28])[C:29]([CH3:30])([CH3:31])[O:32]3)[cH:23]2)[CH2:13][CH2:14]1.[OH2:47].[P:33]([O-:34])([O-:35])([O-:36])=[O:37].[cH:54]1[cH:55][cH:56][c:57]([P:58]([Pd:59]([P:60]([c:61]2[cH:62][cH:63][cH:64][cH:65][cH:66]2)([c:67]2[cH:68][cH:69][cH:70][cH:71][cH:72]2)[c:73]2[cH:74][cH:75][cH:76][cH:77][cH:78]2)([P:79]([c:80]2[cH:81][cH:82][cH:83][cH:84][cH:85]2)([c:86]2[cH:87][cH:88][cH:89][cH:90][cH:91]2)[c:92]2[cH:93][cH:94][cH:95][cH:96][cH:97]2)[P:98]([c:99]2[cH:100][cH:101][cH:102][cH:103][cH:104]2)([c:105]2[cH:106][cH:107][cH:108][cH:109][cH:110]2)[c:111]2[cH:112][cH:113][cH:114][cH:115][cH:116]2)([c:117]2[cH:118][cH:119][cH:120][cH:121][cH:122]2)[c:123]2[cH:124][cH:125][cH:126][cH:127][cH:128]2)[cH:129][cH:130]1>>[Cl:1][c:2]1[n:3][cH:4][cH:5][c:6](-[c:22]2[cH:21][n:20][n:19]([CH:15]([CH:12]3[CH2:11][CH2:10][O:9][CH2:14][CH2:13]3)[CH2:16][C:17]#[N:18])[cH:23]2)[n:7]1. Reactants: N[C@@H](C(C)(C)C)CO ((S)-tert-leucinol), C(C=C)[C@@]1(C(O[C@H]([C@H](C1)C1=CC(=CC=C1)Cl)C1=CC=C(C=C1)Cl)=O)C ((3S,5R,6R)-3-allyl-5-(3-chlorophenyl)-6-(4-chlorophenyl)-3-methyltetrahydro-2H-pyran-2-one), 2d. Solvent: C(C)(=O)OCC (ethyl acetate). Run at temperature 100 celsius. The product is ClC=1C=C(C=CC1)[C@@H](C[C@@](C(=O)N[C@H](CO)C(C)(C)C)(CC=C)C)[C@@H](O)C1=CC=C(C=C1)Cl ((S)-2-((2R,3R)-2-(3-Chlorophenyl)-3-(4-chlorophenyl)-3-hydroxypropyl)-N-((S)-1-hydroxy-3,3-dimethylbutan-2-yl)-2-methylpent-4-enamide). Reaction SMILES: [NH2:1][C@H:2]([CH2:7][OH:8])[C:3]([CH3:6])([CH3:5])[CH3:4].[CH2:9]([C@@:12]1([CH3:33])[CH2:17][C@H:16]([C:18]2[CH:23]=[CH:22][CH:21]=[C:20]([Cl:24])[CH:19]=2)[C@H:15]([C:25]2[CH:30]=[CH:29][C:28]([Cl:31])=[CH:27][CH:26]=2)[O:14][C:13]1=[O:32])[CH:10]=[CH2:11]>C(OCC)(=O)C>[Cl:24][C:20]1[CH:19]=[C:18]([C@H:16]([C@H:15]([C:25]2[CH:26]=[CH:27][C:28]([Cl:31])=[CH:29][CH:30]=2)[OH:14])[CH2:17][C@:12]([CH3:33])([CH2:9][CH:10]=[CH2:11])[C:13]([NH:1][C@@H:2]([C:3]([CH3:6])([CH3:5])[CH3:4])[CH2:7][OH:8])=[O:32])[CH:23]=[CH:22][CH:21]=1. Reported procedure: (S)-tert-leucinol (0.937 g, 7.99 mmol) and (3S,5R,6R)-3-allyl-5-(3-chlorophenyl)-6-(4-chlorophenyl)-3-methyltetrahydro-2H-pyran-2-one (1 g, 2.66 mmol; Example 261, Step F) were combined in a reaction flask and heated to 100° C. After 2d, the reaction mixture was cooled to RT and dissolved in ethyl acetate. The organic phase was washed with 3×10 mL 1N HCl and 1×10 mL brine, dried over MgSO4, filtered and concentrated to afford the title compound. Reactants: CC(C)(C)OC(=O)Nc1sc(-c2cncc(F)c2)nc1I, [H-], CI, [Na+], CN(C)C=O. Product: CN(C(=O)OC(C)(C)C)c1sc(-c2cncc(F)c2)nc1I. Reaction SMILES: [F:1][c:2]1[cH:3][c:4](-[c:8]2[s:9][c:10]([NH:14][C:15]([O:16][C:17]([CH3:18])([CH3:19])[CH3:20])=[O:21])[c:11]([I:13])[n:12]2)[cH:5][n:6][cH:7]1.[H-:22].[I:24][CH3:25].[Na+:23].[O:26]=[CH:27][N:28]([CH3:29])[CH3:30]>>[F:1][c:2]1[cH:3][c:4](-[c:8]2[s:9][c:10]([N:14]([C:15]([O:16][C:17]([CH3:18])([CH3:19])[CH3:20])=[O:21])[CH3:25])[c:11]([I:13])[n:12]2)[cH:5][n:6][cH:7]1. The product is ClC=1C=C(C=NC1OCC(F)(F)F)C(C)NC(=O)C1=CN=C(O1)NC(=O)C1CC1 (N-(1-(5-chloro-6-(2,2,2-trifluoroethoxy)pyridin-3-yl)ethyl)-2-(cyclopropanecarboxamido)oxazole-5-carboxamide). RXN SMILES: [NH2:1][C:2]1[O:3][C:4]([C:7]([NH:9][CH:10]([C:12]2[CH:13]=[N:14][C:15]([O:19][CH2:20][C:21]([F:24])([F:23])[F:22])=[C:16]([Cl:18])[CH:17]=2)[CH3:11])=[O:8])=[CH:5][N:6]=1.[CH:25]1([C:28](Cl)=[O:29])[CH2:27][CH2:26]1>>[Cl:18][C:16]1[CH:17]=[C:12]([CH:10]([NH:9][C:7]([C:4]2[O:3][C:2]([NH:1][C:28]([CH:25]3[CH2:27][CH2:26]3)=[O:29])=[N:6][CH:5]=2)=[O:8])[CH3:11])[CH:13]=[N:14][C:15]=1[O:19][CH2:20][C:21]([F:23])([F:22])[F:24]. Reported procedure: The title compound is prepared from 2-amino-N-(1-(5-chloro-6-(2,2,2-trifluoroethoxy)pyridin-3-yl)ethyl)oxazole-5-carboxamide (30 mg, 0.08 mmol, Step-1, single enantiomer) and cyclopropanecarbonyl chloride (13 mg, 0.12 mmol) according to the procedure similar to that described in Step-2 of Example 8. The reactants are NC=1OC(=CN1)C(=O)NC(C)C=1C=NC(=C(C1)Cl)OCC(F)(F)F (2-amino-N-(1-(5-chloro-6-(2,2,2-trifluoroethoxy)pyridin-3-yl)ethyl)oxazole-5-carboxamide), C1(CC1)C(=O)Cl (cyclopropanecarbonyl chloride).